From a dataset of the Open Reaction Database (ORD), a public repository of structured organic reaction records. describe an organic reaction: reactants, conditions, products, and yield Starting materials: solution, S(=O)(=O)([O-])[O-].[Mg+2] (magnesium sulfate), [Mn](=O)(=O)(=O)[O-].[K+] (potassium permanganate), ClC1=CC=C2CCC(C2=C1)(C)C (6-chloro-1,1-dimethylindane), C(C)(C)O (isopropanol). Run in O (water), CC(=O)C (acetone), O (water). Conditions: time 8 hour. Yields the product ClC=1C=C2C(CC(C2=CC1)=O)(C)C (5-chloro-3,3-dimethylindan-1-one). As a reaction SMILES: [Cl:1][C:2]1[CH:10]=[C:9]2[C:5]([CH2:6][CH2:7][C:8]2([CH3:12])[CH3:11])=[CH:4][CH:3]=1.S([O-])([O-])(=O)=[O:14].[Mg+2].[Mn]([O-])(=O)(=O)=O.[K+].C(O)(C)C>CC(C)=O.O>[Cl:1][C:2]1[CH:10]=[C:9]2[C:5](=[CH:4][CH:3]=1)[C:6](=[O:14])[CH2:7][C:8]2([CH3:12])[CH3:11] |f:1.2,3.4|. Reported procedure: 6-chloro-1,1-dimethylindane (2.19 g, 0.0121 mol) was dissolved in acetone (50 mL), and 1.41 M solution of magnesium sulfate in water (9.02 mL) was added, followed by potassium permanganate (3.83 g, 0.0242 mol). The mixture was stirred at room temperature overnight. 1:1 water:isopropanol was then added to the mixture and this was stirred for 1 hour. The mixture was then evaporated to an aqueous residue and ethyl acetate was added. The mixture was filtered, washing the collected solids with EtOAc,... Reactants: CS(=O)(=O)N1CCN(CC1)C1=CC=C(C=C1)Br (1-(methylsulfonyl)-4-(4-bromophenyl)piperazine), C[Si](C)(C)C#C (trimethylsilylacetylene), C1(=CC=CC=C1)P(C1=CC=CC=C1)C1=CC=CC=C1 (triphenylphosphine). Reagents/catalysts: [Cu]I (Copper (I) iodide), Cl[Pd]([P](C1=CC=CC=C1)(C2=CC=CC=C2)C3=CC=CC=C3)([P](C4=CC=CC=C4)(C5=CC=CC=C5)C6=CC=CC=C6)Cl (dichlorobis(triphenylphosphine)palladium(II)). The solvent is N1CCCCC1 (piperidine). Reaction conditions: temperature 105 celsius, time 8 hour. Product: CS(=O)(=O)N1CCN(CC1)C1=CC=C(C=C1)C#C[Si](C)(C)C (1-(methylsulfonyl)-4-[4-(trimethylsilylethynyl)phenyl]piperazine). Reaction SMILES: [CH3:1][S:2]([N:5]1[CH2:10][CH2:9][N:8]([C:11]2[CH:16]=[CH:15][C:14](Br)=[CH:13][CH:12]=2)[CH2:7][CH2:6]1)(=[O:4])=[O:3].[CH3:18][Si:19]([C:22]#[CH:23])([CH3:21])[CH3:20].C1(P(C2C=CC=CC=2)C2C=CC=CC=2)C=CC=CC=1>N1CCCCC1.[Cu]I.Cl[Pd](Cl)([P](C1C=CC=CC=1)(C1C=CC=CC=1)C1C=CC=CC=1)[P](C1C=CC=CC=1)(C1C=CC=CC=1)C1C=CC=CC=1>[CH3:1][S:2]([N:5]1[CH2:10][CH2:9][N:8]([C:11]2[CH:16]=[CH:15][C:14]([C:23]#[C:22][Si:19]([CH3:21])([CH3:20])[CH3:18])=[CH:13][CH:12]=2)[CH2:7][CH2:6]1)(=[O:4])=[O:3] |^1:53,72|. Procedure details: To a stirred suspension of 1-(methylsulfonyl)-4-(4-bromophenyl)piperazine (4.79 g, 15 mmol, prepared as in example 3), trimethylsilylacetylene (4.15 mL, 30 mmol), Copper (I) iodide (31 mg, 0.17 mmol) and triphenylphosphine (80 mg, 0.3 mmol) in piperidine (60 mL) at 20° C. was added dichlorobis(triphenylphosphine)palladium(II) (31 mg, 45 μmol). The reaction was warmed to 105° C. and stirred for 8 hours under an inert atmosphere. After cooling, the suspension was filtered and washed with toluene. ... Reactants: CC(C)(C)n1nnc(-c2cccc(C=O)c2)n1, CC(=O)O, CO, Nc1n[nH]c2ncnc(Nc3cccc(Cl)c3)c12. Yields the product CC(C)(C)n1nnc(-c2cccc(C=Nc3n[nH]c4ncnc(Nc5cccc(Cl)c5)c34)c2)n1. RXN SMILES: [C:23]([CH3:24])([CH3:25])([CH3:26])[n:27]1[n:28][c:29](-[c:32]2[cH:33][c:34]([CH:35]=[O:36])[cH:37][cH:38][cH:39]2)[n:30][n:31]1.[CH3:19][C:20](=[O:21])[OH:22].[CH3:40][OH:41].[NH2:1][c:2]1[n:3][nH:4][c:5]2[n:6][cH:7][n:8][c:9]([NH:11][c:12]3[cH:13][c:14]([Cl:18])[cH:15][cH:16][cH:17]3)[c:10]12>>[N:1]([c:2]1[n:3][nH:4][c:5]2[n:6][cH:7][n:8][c:9]([NH:11][c:12]3[cH:13][c:14]([Cl:18])[cH:15][cH:16][cH:17]3)[c:10]12)=[CH:35][c:34]1[cH:33][c:32](-[c:29]2[n:28][n:27]([C:23]([CH3:24])([CH3:25])[CH3:26])[n:31][n:30]2)[cH:39][cH:38][cH:37]1. Starting materials: CO, c1ccncc1, c1ccc2c(c1)Cc1cccnc1-2. The product is O=C1c2ccccc2-c2ncccc21. RXN SMILES: [CH3:14][OH:15].[cH:16]1[cH:17][cH:18][n:19][cH:20][cH:21]1.[cH:1]1[cH:2][cH:3][n:4][c:5]2[c:13]1[CH2:12][c:11]1[c:6]-2[cH:7][cH:8][cH:9][cH:10]1>>[cH:1]1[cH:2][cH:3][n:4][c:5]2[c:13]1[C:12](=[O:15])[c:11]1[c:6]-2[cH:7][cH:8][cH:9][cH:10]1. Starting materials: C(#N)C=1C=CC2=C(SC3=C(C=C2)C=C(C=C3)[N+](=O)[O-])C1 (3-cyano-8-nitrodibenzo[b,f]thiepin), sulfone, ClC1=CC(=CC=C1)C(=O)OO (m-chloroperbenzoic acid), [OH-].[Ca+2].[OH-] (calcium hydroxide). Run in C(Cl)(Cl)Cl (chloroform). Reaction conditions: time 24 hour. Yields the product C(#N)C=1C=CC2=C(S(C3=C(C=C2)C=C(C=C3)[N+](=O)[O-])(=O)=O)C1 (3-Cyano-8-nitrodibenzo[b,f]thiepin-5,5-dioxide). Reaction SMILES: [C:1]([C:3]1[CH:4]=[CH:5][C:6]2[CH:12]=[CH:11][C:10]3[CH:13]=[C:14]([N+:17]([O-:19])=[O:18])[CH:15]=[CH:16][C:9]=3[S:8][C:7]=2[CH:20]=1)#[N:2].ClC1C=CC=C(C(OO)=O)C=1.[OH-:32].[Ca+2].[OH-:34]>C(Cl)(Cl)Cl>[C:1]([C:3]1[CH:4]=[CH:5][C:6]2[CH:12]=[CH:11][C:10]3[CH:13]=[C:14]([N+:17]([O-:19])=[O:18])[CH:15]=[CH:16][C:9]=3[S:8](=[O:34])(=[O:32])[C:7]=2[CH:20]=1)#[N:2] |f:2.3.4|. Reported procedure: 2 G. 3-cyano-8-nitrodibenzo[b,f]thiepin is dissolved in 600 cc. chloroform and 12 g. m-chloroperbenzoic acid added. The solution is stirred for 24 hours. Excess powdered calcium hydroxide is added, the mixture filtered through celite, the filtrate evaporated to dryness and the residue chromatographed on silica gel. Elution with 5% ethyl acetate in benzene afforded 1.36 g. (61%) of pure sulfone.